This data is from the Open Reaction Database (ORD), a public repository of structured organic reaction records. The task is: describe an organic reaction: reactants, conditions, products, and yield Reactants: C(CCCCCCCCCCC)(=O)N=C=S (Dodecanoyl isothiocyanate), S(=O)(Cl)Cl (thionyl chloride), C(CCCCCCCCCCC)(=O)O (dodecanoic acid), C(CCCCCCCCCCC)(=O)Cl (dodecanoyl chloride), COC=1C=C2C(=CC=NC2=CC1OC)OC1=CC(=C(N)C=C1)F (4-[(6,7-Dimethoxy-4-quinolyl)oxy]-2-fluoroaniline). Solvent: C(C)O (ethanol), C1(=CC=CC=C1)C (Toluene), C(C)O (ethanol), C1(=CC=CC=C1)C (toluene). Conditions: temperature 100 celsius, time 2 hour. The product is COC=1C=C2C(=CC=NC2=CC1OC)OC1=CC(=C(C=C1)NC(=S)NC(CCCCCCCCCCC)=O)F (N-{4-[(6,7-Dimethoxy-4-quinolyl)oxy]-2-fluorophenyl}-N′-dodecanoylthiourea). Yield: 68.0%. Reaction SMILES: S(Cl)(Cl)=O.C(O)(=O)CCCCCCCCCCC.C(Cl)(=O)CCCCCCCCCCC.[C:33]([N:46]=[C:47]=[S:48])(=[O:45])[CH2:34][CH2:35][CH2:36][CH2:37][CH2:38][CH2:39][CH2:40][CH2:41][CH2:42][CH2:43][CH3:44].[CH3:49][O:50][C:51]1[CH:52]=[C:53]2[C:58](=[CH:59][C:60]=1[O:61][CH3:62])[N:57]=[CH:56][CH:55]=[C:54]2[O:63][C:64]1[CH:70]=[CH:69][C:67]([NH2:68])=[C:66]([F:71])[CH:65]=1>C(O)C.C1(C)C=CC=CC=1>[CH3:49][O:50][C:51]1[CH:52]=[C:53]2[C:58](=[CH:59][C:60]=1[O:61][CH3:62])[N:57]=[CH:56][CH:55]=[C:54]2[O:63][C:64]1[CH:70]=[CH:69][C:67]([NH:68][C:47]([NH:46][C:33](=[O:45])[CH2:34][CH2:35][CH2:36][CH2:37][CH2:38][CH2:39][CH2:40][CH2:41][CH2:42][CH2:43][CH3:44])=[S:48])=[C:66]([F:71])[CH:65]=1. Procedure: Toluene (20 ml) and thionyl chloride (1 ml) were added to commercially available dodecanoic acid (80 mg), and the mixture was heated at 100° C. for one hr. The solvent was removed by distillation, and dodecanoyl isothiocyanate was prepared using the resultant dodecanoyl chloride as a starting compound according to the description of the literature. Dodecanoyl isothiocyanate was dissolved in ethanol (1 ml) to prepare a solution. 4-[(6,7-Dimethoxy-4-quinolyl)oxy]-2-fluoroaniline (50 mg), toluene (... The reactants are COc1ccc(COC(=O)N2CCN(C(=O)CNC(=O)OCc3ccc([N+](=O)[O-])cc3)CC2)cc1, COc1ccccc1, O=C(O)C(F)(F)F. Product: O=C(NCC(=O)N1CCNCC1)OCc1ccc([N+](=O)[O-])cc1. Reaction SMILES: [CH3:1][O:2][c:3]1[cH:4][cH:5][c:6]([CH2:7][O:8][C:9](=[O:10])[N:11]2[CH2:12][CH2:13][N:14]([C:17]([CH2:18][NH:19][C:20](=[O:21])[O:22][CH2:23][c:24]3[cH:25][cH:26][c:27]([N+:30](=[O:31])[O-:32])[cH:28][cH:29]3)=[O:33])[CH2:15][CH2:16]2)[cH:34][cH:35]1.[CH3:36][O:37][c:38]1[cH:39][cH:40][cH:41][cH:42][cH:43]1.[OH:44][C:45]([C:46]([F:47])([F:48])[F:49])=[O:50]>>[NH:11]1[CH2:12][CH2:13][N:14]([C:17]([CH2:18][NH:19][C:20](=[O:21])[O:22][CH2:23][c:24]2[cH:25][cH:26][c:27]([N+:30](=[O:31])[O-:32])[cH:28][cH:29]2)=[O:33])[CH2:15][CH2:16]1. The reactants are S(=O)(Cl)Cl (Thionyl chloride), C(\C=C\CCCCCC)(=O)O (trans-2-nonenoic acid), Cl (HCl). Run at temperature 130 celsius. Yields the product C(\C=C\CCCCCC)(=O)Cl (trans-2-nonenoyl chloride). Yield: 91.0%. RXN SMILES: S(Cl)(Cl)=O.[C:5]([OH:15])(=O)/[CH:6]=[CH:7]/[CH2:8][CH2:9][CH2:10][CH2:11][CH2:12][CH3:13].[ClH:16]>>[C:5]([Cl:16])(=[O:15])/[CH:6]=[CH:7]/[CH2:8][CH2:9][CH2:10][CH2:11][CH2:12][CH3:13]. Reported procedure: Thionyl chloride (131 g, 1.1 mole) is added to trans-2-nonenoic acid (156 g, 1.0 mole). Reaction occurs immediately with the evolution of HCl and SO2. After the initial reaction subsides, the mixture is heated slowly to 130°C. The dark mixture is vacuum distilled to yield trans-2-nonenoyl chloride, b.p. 90°C/2 mm, 155 g, 91% yield. Reactants: CN(C)C=O, CCOC(C)=O, O=C1CCC(=O)N1Cl, Nc1cc(NS(=O)(=O)CCl)ccc1F. Product: Nc1cc(NS(=O)(=O)CCl)c(Cl)cc1F. As a reaction SMILES: [CH3:23][N:24]([CH3:25])[CH:26]=[O:27].[CH3:28][CH2:29][O:30][C:31](=[O:32])[CH3:33].[Cl:15][N:16]1[C:17](=[O:18])[CH2:19][CH2:20][C:21]1=[O:22].[NH2:1][c:2]1[cH:3][c:4]([NH:9][S:10](=[O:11])(=[O:12])[CH2:13][Cl:14])[cH:5][cH:6][c:7]1[F:8]>>[NH2:1][c:2]1[cH:3][c:4]([NH:9][S:10](=[O:11])(=[O:12])[CH2:13][Cl:14])[c:5]([Cl:15])[cH:6][c:7]1[F:8]. Starting materials: NC=1C2=CC=CC=C2N=C2CC(CC(C12)=O)[Si](C)(C)F (9-amino-3,4-dihydro-3-(fluorodimethylsilyl)acridin-1(2H)-one), 1-tetrahydrofuran, [F-].[K+] (potassium fluoride), C([O-])(O)=O.[Na+] (sodium bicarbonate), OO (hydrogen peroxide). Solvent: CO (methanol). Run at time 3 hour. Yields the product NC=1C2=CC=CC=C2N=C2CC(CC(C12)=O)O (9-Amino-3,4-dihydro-3-hydroxyacridin-1(2H)-one). The yield is 88.8%. Reaction SMILES: [NH2:1][C:2]1[C:3]2[C:8]([N:9]=[C:10]3[C:15]=1[C:14](=[O:16])[CH2:13][CH:12]([Si](F)(C)C)[CH2:11]3)=[CH:7][CH:6]=[CH:5][CH:4]=2.[F-].[K+].C(=O)(O)[O-:24].[Na+].OO>CO>[NH2:1][C:2]1[C:3]2[C:8]([N:9]=[C:10]3[C:15]=1[C:14](=[O:16])[CH2:13][CH:12]([OH:24])[CH2:11]3)=[CH:7][CH:6]=[CH:5][CH:4]=2 |f:1.2,3.4|. Reported procedure: A solution 9-amino-3,4-dihydro-3-(fluorodimethylsilyl)acridin-1(2H)-one (3.7 g) 1:1-tetrahydrofuran:methanol (70 ml), potassium fluoride (7.45 g), and sodium bicarbonate (10.7 g) was chilled in an ice/water bath, and 30% aqueous hydrogen peroxide (44 ml) was added slowly. Upon completion of the addition, the bath was removed and stirring was continued for 3 hr. The reaction mixture was poured into water (250 ml) and a little diethyl ether was added. The mixture was filtered and the filter cake w... Reactants: C(C)OC(CN1C=CC2=CC=C(C=C12)OCC=1C=NC(=CC1C(F)(F)F)C1=CC=C(C=C1)OC(F)(F)F)=O ({6-[6-(4-trifluoromethoxy-phenyl)-4-trifluoromethyl-pyridin-3-ylmethoxy]-indol-1-yl}-acetic acid ethyl ester), [Li+].[OH-] (LiOH). Product: FC(OC1=CC=C(C=C1)C1=CC(=C(C=N1)COC1=CC=C2C=CN(C2=C1)CC(=O)O)C(F)(F)F)(F)F ({6-[6-(4-Trifluoromethoxy-phenyl)-4-trifluoromethyl-pyridin-3-ylmethoxy]-indol-1-yl}-acetic acid). As a reaction SMILES: C([O:3][C:4](=[O:38])[CH2:5][N:6]1[C:14]2[C:9](=[CH:10][CH:11]=[C:12]([O:15][CH2:16][C:17]3[CH:18]=[N:19][C:20]([C:27]4[CH:32]=[CH:31][C:30]([O:33][C:34]([F:37])([F:36])[F:35])=[CH:29][CH:28]=4)=[CH:21][C:22]=3[C:23]([F:26])([F:25])[F:24])[CH:13]=2)[CH:8]=[CH:7]1)C.[Li+].[OH-]>>[F:37][C:34]([F:35])([F:36])[O:33][C:30]1[CH:29]=[CH:28][C:27]([C:20]2[N:19]=[CH:18][C:17]([CH2:16][O:15][C:12]3[CH:13]=[C:14]4[C:9]([CH:8]=[CH:7][N:6]4[CH2:5][C:4]([OH:38])=[O:3])=[CH:10][CH:11]=3)=[C:22]([C:23]([F:24])([F:25])[F:26])[CH:21]=2)=[CH:32][CH:31]=1 |f:1.2|. Procedure details: In analogy to the procedure described in example 5 g], {6-[6-(4-trifluoromethoxy-phenyl)-4-trifluoromethyl-pyridin-3-ylmethoxy]-indol-1-yl}-acetic acid ethyl ester was treated with LiOH to obtain the title compound as yellow solid. Starting materials: C(CCC)[Li] (n-butyllithium), hexanes, N1(N=CC=C1)C1=CC=C(CC=2C(=NC3=CC=C(C=C3C2Cl)Br)OC)C=C1 (3-(4-(1H-pyrazol-1-yl)benzyl)-6-bromo-4-chloro-2-methoxyquinoline), N1(N=CC=C1)C1=CC=C(CC=2C(=NC3=CC=C(C=C3C2Cl)Br)OC)C=C1 (3-(4-(1H-pyrazol-1-yl)benzyl)-6-bromo-4-chloro-2-methoxyquinoline), O (water), CC=1SC(=C(N1)C)C(=O)C1=CN=NN1C ((2,4-dimethylthiazol-5-yl)(1-methyl-1H-1,2,3-triazol-5-yl)methanone), CC=1SC(=C(N1)C)C(=O)C1=CN=NN1C ((2,4-dimethylthiazol-5-yl)(1-methyl-1H-1,2,3-triazol-5-yl)methanone). The solvent is O1CCCC1 (tetrahydrofuran), O1CCCC1 (tetrahydrofuran). Run at temperature 23 celsius, time 5 minute. The product is N1(N=CC=C1)C1=CC=C(CC=2C(=NC3=CC=C(C=C3C2Cl)C(O)(C2=CN=NN2C)C2=C(N=C(S2)C)C)OC)C=C1 ((3-(4-(1H-Pyrazol-1-yl)benzyl)-4-chloro-2-methoxyquinolin-6-yl)(2,4-dimethylthiazol-5-yl)(1-methyl-1H-1,2,3-triazol-5-yl)methanol). As a reaction SMILES: C([Li])CCC.[N:6]1([C:11]2[CH:31]=[CH:30][C:14]([CH2:15][C:16]3[C:17]([O:28][CH3:29])=[N:18][C:19]4[C:24]([C:25]=3[Cl:26])=[CH:23][C:22](Br)=[CH:21][CH:20]=4)=[CH:13][CH:12]=2)[CH:10]=[CH:9][CH:8]=[N:7]1.[CH3:32][C:33]1[S:34][C:35]([C:39]([C:41]2[N:45]([CH3:46])[N:44]=[N:43][CH:42]=2)=[O:40])=[C:36]([CH3:38])[N:37]=1.O>O1CCCC1>[N:6]1([C:11]2[CH:31]=[CH:30][C:14]([CH2:15][C:16]3[C:17]([O:28][CH3:29])=[N:18][C:19]4[C:24]([C:25]=3[Cl:26])=[CH:23][C:22]([C:39]([C:35]3[S:34][C:33]([CH3:32])=[N:37][C:36]=3[CH3:38])([C:41]3[N:45]([CH3:46])[N:44]=[N:43][CH:42]=3)[OH:40])=[CH:21][CH:20]=4)=[CH:13][CH:12]=2)[CH:10]=[CH:9][CH:8]=[N:7]1. Procedure: A solution of n-butyllithium in hexanes (2.5 M, 0.47 mL, 1.2 mmol) was added dropwise to a stirring solution of 3-(4-(1H-pyrazol-1-yl)benzyl)-6-bromo-4-chloro-2-methoxyquinoline (500 mg, 1.2 mmol, Intermediate 10) in tetrahydrofuran (9 mL) at −78° C. After 5 minutes, a solution of (2,4-dimethylthiazol-5-yl)(1-methyl-1H-1,2,3-triazol-5-yl)methanone (259 mg, 1.2 mmol, Intermediate 23: step b) in tetrahydrofuran (2 mL) was added dropwise. After 2 minutes, the flask was placed into an ice-water bath...